From a dataset of the Open Reaction Database (ORD), a public repository of structured organic reaction records. describe an organic reaction: reactants, conditions, products, and yield Starting materials: CS(=O)(=O)c1cccc(N2CCNCC2)c1, CC#N, CCCI, [K+], [K+], O=C([O-])[O-]. Product: CCCN1CCN(c2cccc(S(C)(=O)=O)c2)CC1. RXN SMILES: [CH3:1][S:2](=[O:3])(=[O:4])[c:5]1[cH:6][c:7]([N:11]2[CH2:12][CH2:13][NH:14][CH2:15][CH2:16]2)[cH:8][cH:9][cH:10]1.[CH3:27][C:28]#[N:29].[I:23][CH2:24][CH2:25][CH3:26].[K+:17].[K+:18].[O-:19][C:20]([O-:21])=[O:22]>>[CH3:1][S:2](=[O:3])(=[O:4])[c:5]1[cH:6][c:7]([N:11]2[CH2:12][CH2:13][N:14]([CH2:24][CH2:25][CH3:26])[CH2:15][CH2:16]2)[cH:8][cH:9][cH:10]1. Reactants: C(C1=CC=CC=C1)N1N=C(C(=C1)C(=O)O)C (1-benzyl-3-methylpyrazole-4-carboxylic acid), NC=1C=CC(=C(C#N)C1)N1CCC(CC1)N1CCOCC1 (5-amino-2-(4-morpholinopiperidin-1-yl)benzonitrile). The product is C(C1=CC=CC=C1)N1N=C(C(=C1)C(=O)NC1=CC(=C(C=C1)N1CCC(CC1)N1CCOCC1)C#N)C (1-Benzyl-N-[3-cyano-4-(4-morpholinopiperidin-1-yl)phenyl]-3-methylpyrazole-4-carboxamide). Isolated yield 46.9%. As a reaction SMILES: [CH2:1]([N:8]1[CH:12]=[C:11]([C:13]([OH:15])=O)[C:10]([CH3:16])=[N:9]1)[C:2]1[CH:7]=[CH:6][CH:5]=[CH:4][CH:3]=1.[NH2:17][C:18]1[CH:19]=[CH:20][C:21]([N:26]2[CH2:31][CH2:30][CH:29]([N:32]3[CH2:37][CH2:36][O:35][CH2:34][CH2:33]3)[CH2:28][CH2:27]2)=[C:22]([CH:25]=1)[C:23]#[N:24]>>[CH2:1]([N:8]1[CH:12]=[C:11]([C:13]([NH:17][C:18]2[CH:19]=[CH:20][C:21]([N:26]3[CH2:31][CH2:30][CH:29]([N:32]4[CH2:33][CH2:34][O:35][CH2:36][CH2:37]4)[CH2:28][CH2:27]3)=[C:22]([C:23]#[N:24])[CH:25]=2)=[O:15])[C:10]([CH3:16])=[N:9]1)[C:2]1[CH:3]=[CH:4][CH:5]=[CH:6][CH:7]=1. Reported procedure: By the reaction and treatment in the same manner as in Example 64 using 1-benzyl-3-methylpyrazole-4-carboxylic acid (0.6 g) and 5-amino-2-(4-morpholinopiperidin-1-yl)benzonitrile (0.8 g), the title compound (0.63 g) was obtained, melting point: 193° C.